From a dataset of the Open Reaction Database (ORD), a public repository of structured organic reaction records. describe an organic reaction: reactants, conditions, products, and yield Starting materials: C(C)(C)(C)NCC(=O)C1=CC(=C(C=C1)OC1=CC=C(C=C1)C)O (3-hydroxy-4-(p-toluyloxy)phenyl tert-butylaminomethyl ketone), C[O-].[Na+] (sodium methoxide), C1(=CC=CC=C1)[O-].[Na+] (sodium phenolate salt), C(CC(C)C)(=O)Cl (isovaleryl chloride). Product: C(C)(C)(C)NCC(=O)C1=CC(=C(C=C1)OC1=CC=C(C=C1)C)OC(CC(C)C)=O (3-(isovaleryloxy)-4-(p-toluyloxy)phenyl tert-butylaminomethyl ketone). Reaction SMILES: [C:1]([NH:5][CH2:6][C:7]([C:9]1[CH:14]=[CH:13][C:12]([O:15][C:16]2[CH:21]=[CH:20][C:19]([CH3:22])=[CH:18][CH:17]=2)=[C:11]([OH:23])[CH:10]=1)=[O:8])([CH3:4])([CH3:3])[CH3:2].C[O-].[Na+].C1([O-])C=CC=CC=1.[Na+].[C:35](Cl)(=[O:40])[CH2:36][CH:37]([CH3:39])[CH3:38]>>[C:1]([NH:5][CH2:6][C:7]([C:9]1[CH:14]=[CH:13][C:12]([O:15][C:16]2[CH:21]=[CH:20][C:19]([CH3:22])=[CH:18][CH:17]=2)=[C:11]([O:23][C:35](=[O:40])[CH2:36][CH:37]([CH3:39])[CH3:38])[CH:10]=1)=[O:8])([CH3:4])([CH3:3])[CH3:2] |f:1.2,3.4|. Procedure details: Following a procedure similar to that described in Example 2A above, when 3-hydroxy-4-(p-toluyloxy)phenyl tert-butylaminomethyl ketone is interacted with one equivalent of sodium methoxide and the resulting sodium phenolate salt is reacted with isovaleryl chloride there is obtained 3-(isovaleryloxy)-4-(p-toluyloxy)phenyl tert-butylaminomethyl ketone which reacts with hydrochloric acid to yield the hydrochloride salt. When this hydrochloride is catalytically hydrogenated, using the procedure desc... Reactants: COC(C1=CC(=CC=C1)C(=S=C=O)NNOC(C)(C)C)=O (3-(N′-tert-butoxy-carbonyl-hydrazinocarbothioyl)-benzoic acid methyl ester), C1(=CC=CC=C1)OC (anisole), C(=O)(C(F)(F)F)O (TFA). Product: FC(C(=O)O)(F)F.COC(C1=CC(=CC=C1)C(=S)NN)=O (3-hydrazinothiocarbonyl-benzoic acid methyl ester trifluoroacetate). RXN SMILES: [CH3:1][O:2][C:3](=[O:21])[C:4]1[CH:9]=[CH:8][CH:7]=[C:6]([C:10]([NH:14][NH:15]OC(C)(C)C)=[S:11]=C=O)[CH:5]=1.C1(OC)C=CC=CC=1.[C:30]([OH:36])([C:32]([F:35])([F:34])[F:33])=[O:31]>>[F:33][C:32]([F:35])([F:34])[C:30]([OH:36])=[O:31].[CH3:1][O:2][C:3](=[O:21])[C:4]1[CH:9]=[CH:8][CH:7]=[C:6]([C:10]([NH:14][NH2:15])=[S:11])[CH:5]=1 |f:3.4|. Procedure: A solution of 3-(N′-tert-butoxy-carbonyl-hydrazinocarbothioyl)-benzoic acid methyl ester (0.93 g) in TFA (9 mL)/anisole (2 mL) was stirred at 0° C. for 1 h. The solvents were evaporated in vacuum to give crude 3-hydrazinothiocarbonyl-benzoic acid methyl ester trifluoroacetate (0.98 g) as a crystallizing oil. Reactants: CC1(N[C@H]2CCCC[C@H]2NC1)C ((4aR,8aS)-2,2-dimethyldecahydroquinoxaline), BrC1=CC=C(C2=C1C=CO2)F (4-bromo-7-fluorobenzofuran), P(C(C)(C)C)(C(C)(C)C)C(C)(C)C (t-Bu3P), [H+].[B-](F)(F)(F)F (HBF4), CC(C)(C)[O-].[Na+] (NaOt-Bu), [O-]S(=O)(=O)[O-].[Mg+2] (MgSO4). The reagents and catalysts are CC(=O)[O-].CC(=O)[O-].[Pd+2] (Pd(OAc)2). Run in C1(=CC=CC=C1)C (toluene), CCOC(=O)C (AcOEt), O (water). Product: FC1=CC=C(C=2C=COC21)N2CC(N[C@H]1CCCC[C@@H]21)(C)C ((4aS,8aR)-1-(7-fluorobenzofuran-4-yl)-3,3-dimethyldecahydroquinoxaline). Isolated yield 55.3%. As a reaction SMILES: [CH3:1][C:2]1([CH3:12])[CH2:11][NH:10][C@H:9]2[C@H:4]([CH2:5][CH2:6][CH2:7][CH2:8]2)[NH:3]1.Br[C:14]1[C:19]2[CH:20]=[CH:21][O:22][C:18]=2[C:17]([F:23])=[CH:16][CH:15]=1.P(C(C)(C)C)(C(C)(C)C)C(C)(C)C.[H+].[B-](F)(F)(F)F.CC([O-])(C)C.[Na+].[O-]S([O-])(=O)=O.[Mg+2]>CC([O-])=O.CC([O-])=O.[Pd+2].CCOC(C)=O.O.C1(C)C=CC=CC=1>[F:23][C:17]1[C:18]2[O:22][CH:21]=[CH:20][C:19]=2[C:14]([N:10]2[C@H:9]3[C@H:4]([CH2:5][CH2:6][CH2:7][CH2:8]3)[NH:3][C:2]([CH3:12])([CH3:1])[CH2:11]2)=[CH:15][CH:16]=1 |f:3.4,5.6,7.8,9.10.11|. Procedure: A toluene (4 ml) suspension of (4aR,8aS)-2,2-dimethyldecahydroquinoxaline (168 mg, 0.998 mmol), 4-bromo-7-fluorobenzofuran (258 mg, 1.20 mmol), Pd(OAc)2 (11.2 mg, 0.0499 mmol), t-Bu3P.HBF4 (14.5 mg, 0.0500 mmol), and NaOt-Bu (135 mg, 1.40 mmol) was stirred for 4 hours under reflux in a nitrogen atmosphere. The reaction solution was cooled to room temperature. Then, water (0.5 mL) and AcOEt (10 mL) were added thereto, and the mixture was stirred. MgSO4 was further added thereto, and the mixture w...